Dataset: the Open Reaction Database (ORD), a public repository of structured organic reaction records. Task: describe an organic reaction: reactants, conditions, products, and yield The reactants are CC1(OCC(CO1)(C(CC)O)CC)C (2,2-Dimethyl-5-ethyl-5-(1-hydroxypropyl)-1,3-dioxane), O (water). The solvent is CO (methanol). Conditions: time 3 hour. Product: C(C)C(CO)(C(CC)O)CO (2-Ethyl-2-hydroxymethyl-pentan-1,3-diol). Isolated yield 74.8%. Reaction SMILES: CC1(C)[O:7][CH2:6][C:5]([CH2:12][CH3:13])([CH:8]([OH:11])[CH2:9][CH3:10])[CH2:4][O:3]1.O>CO>[CH2:12]([C:5]([CH2:6][OH:7])([CH:8]([OH:11])[CH2:9][CH3:10])[CH2:4][OH:3])[CH3:13]. Procedure details: 2,2-Dimethyl-5-ethyl-5-(1-hydroxypropyl)-1,3-dioxane (10 g.) and Dowex 50×8-200 ion exchange resin (H+ form) (1.0 g.) in methanol (200ml) containing water (40 ml) was refluxed with stirring for three hours. The mixture was filtered and the filtrate was evaporated in vacuo. 2-Ethyl-2-hydroxymethyl-pentan-1,3-diol (6.0 g.) was obtained as a colourless viscous oil. Reactants: Fc1ccc(CCBr)cc1, CCOC(C)=O, O=C(NC1CN2CCC1CC2)OC(c1cccc(F)c1)c1cccc(F)c1. Yields the product [Br-], O=C(NC1C[N+]2(CCc3ccc(F)cc3)CCC1CC2)OC(c1cccc(F)c1)c1cccc(F)c1. Reaction SMILES: [Br:28][CH2:29][CH2:30][c:31]1[cH:32][cH:33][c:34]([F:37])[cH:35][cH:36]1.[CH3:38][CH2:39][O:40][C:41](=[O:42])[CH3:43].[N:1]12[CH2:2][CH:3]([NH:9][C:10]([O:11][CH:12]([c:13]3[cH:14][c:15]([F:19])[cH:16][cH:17][cH:18]3)[c:20]3[cH:21][c:22]([F:26])[cH:23][cH:24][cH:25]3)=[O:27])[CH:4]([CH2:5][CH2:6]1)[CH2:7][CH2:8]2>>[Br-:28].[N+:1]12([CH2:29][CH2:30][c:31]3[cH:32][cH:33][c:34]([F:37])[cH:35][cH:36]3)[CH2:2][CH:3]([NH:9][C:10]([O:11][CH:12]([c:13]3[cH:14][c:15]([F:19])[cH:16][cH:17][cH:18]3)[c:20]3[cH:21][c:22]([F:26])[cH:23][cH:24][cH:25]3)=[O:27])[CH:4]([CH2:5][CH2:6]1)[CH2:7][CH2:8]2.